describe an organic reaction: reactants, conditions, products, and yield From a dataset of the Open Reaction Database (ORD), a public repository of structured organic reaction records. Starting materials: FC(C1=C2C=CNC2=CC=C1C#N)(F)F (4-(trifluoromethyl)-1H-indole-5-carbonitrile), ClCC1=NOC(=N1)C=1C(=NC=CC1)SC (3-[3-(chloromethyl)-1,2,4-oxadiazol-5-yl]-2-(methylthio)pyridine). Yields the product CSC1=NC=CC=C1C1=NC(=NO1)CN1C=CC2=C(C(=CC=C12)C#N)C(F)(F)F (1-({5-[2-(Methylthio)-3-pyridinyl]-1,2,4-oxadiazol-3-yl}methyl)-4-(trifluoromethyl)-1H-indole-5-carbonitrile). Reaction SMILES: [F:1][C:2]([F:15])([F:14])[C:3]1[C:11]([C:12]#[N:13])=[CH:10][CH:9]=[C:8]2[C:4]=1[CH:5]=[CH:6][NH:7]2.Cl[CH2:17][C:18]1[N:22]=[C:21]([C:23]2[C:24]([S:29][CH3:30])=[N:25][CH:26]=[CH:27][CH:28]=2)[O:20][N:19]=1>>[CH3:30][S:29][C:24]1[C:23]([C:21]2[O:20][N:19]=[C:18]([CH2:17][N:7]3[C:8]4[C:4](=[C:3]([C:2]([F:14])([F:1])[F:15])[C:11]([C:12]#[N:13])=[CH:10][CH:9]=4)[CH:5]=[CH:6]3)[N:22]=2)=[CH:28][CH:27]=[CH:26][N:25]=1. Procedure: Synthesized as described in Example 23 using 4-(trifluoromethyl)-1H-indole-5-carbonitrile and 3-[3-(chloromethyl)-1,2,4-oxadiazol-5-yl]-2-(methylthio)pyridine: MS (ES) m/z 416 (M+1). RXN SMILES: CN(CCO[C:7](=O)[O:8][CH2:9][CH2:10][N:11]([CH3:13])[CH3:12])C.[Mg].[Al]>>[CH3:13][N:11]([CH2:10][CH2:9][O:8][CH2:7][CH2:10][N:11]([CH3:13])[CH3:12])[CH3:12]. Reported procedure: A process for preparing bis[2-(N,N-dimethylamino)ethyl]ether which comprises (i) contacting 2-(N,N-dimethylamino)ethanol with diethyl carbonate under conditions effective to produce bis[2-(N,N-dimethylamino)ethyl]carbonate, and (ii) contacting bis[2-(N,N-dimethylamino)ethyl]-carbonate with a magnesium:aluminum mixed metal oxide catalyst under conditions effective to produce bis[2-(N,N-dimethylamino)ethyl]ether. The reagents and catalysts are metal oxide. The reactants are CN(C)CCOC(OCCN(C)C)=O (bis[2-(N,N-dimethylamino)ethyl]-carbonate), [Mg] (magnesium), [Al] (aluminum). The product is CN(C)CCOCCN(C)C (bis[2-(N,N-dimethylamino)ethyl]ether). The reactants are Cl.CN (methylamine hydrochloride), [Si](C)(C)(C(C)(C)C)OCC(CCC=O)(C)OC (5-{[tert-butyl(dimethyl)silyl]oxy}-4-methoxy-4-methylpentanal), [C-]#N.[Na+] (NaCN), [Na+].[Cl-] (NaCl), crude residue, C(C)(C)(C)OC(=O)OC(=O)OC(C)(C)C (di-tert-butyldicarbonate). Run in O (water), O1CCOCC1 (dioxane), CCOC(=O)C (EtOAc), CCOC(=O)C (EtOAc). Conditions: temperature 15 celsius, time 8 hour. Yields the product C(C)(C)(C)OC(N(C)C(CCC(CO[Si](C)(C)C(C)(C)C)(C)OC)C#N)=O (tert-Butyl(5-{[tert-butyl(dimethyl)silyl]oxy}-1-cyano-4-methoxy-4-methylpentyl)methylcarbamate). As a reaction SMILES: Cl.[CH3:2][NH2:3].[Si:4]([O:11][CH2:12][C:13]([O:19][CH3:20])([CH3:18])[CH2:14][CH2:15][CH:16]=O)([C:7]([CH3:10])([CH3:9])[CH3:8])([CH3:6])[CH3:5].[C-:21]#[N:22].[Na+].[Na+].[Cl-].[C:26]([O:30][C:31]([O:33]C(OC(C)(C)C)=O)=O)([CH3:29])([CH3:28])[CH3:27]>O.CCOC(C)=O.O1CCOCC1>[C:26]([O:30][C:31](=[O:33])[N:3]([CH:16]([C:21]#[N:22])[CH2:15][CH2:14][C:13]([O:19][CH3:20])([CH3:18])[CH2:12][O:11][Si:4]([C:7]([CH3:10])([CH3:9])[CH3:8])([CH3:6])[CH3:5])[CH3:2])([CH3:29])([CH3:28])[CH3:27] |f:0.1,3.4,5.6|. Reported procedure: To a solution of methylamine hydrochloride (0.83 kg, 12.34 mol) in water (14.66 L) was added dioxane (24.43 L) and 5-{[tert-butyl(dimethyl)silyl]oxy}-4-methoxy-4-methylpentanal (crude, 2.9 kg, 11.22 mol) and NaCN (0.605 kg, 12.34 mol) over 10 minutes while maintaining the reaction temperature at 15° C. The reaction mixture was stirred overnight, then NaCl (1.7 kg) was added and the layers separated. The aqueous layer was extracted with EtOAc (2×4 L). The combined organic layers were dried over N... The reactants are COC=1C=C2C(=NC=NC2=CC1OC)OC1=CC=C(C=C1)CC(=O)O (2-[4-(6,7-dimethoxyquinazolin-4-yloxy)phenyl]acetic acid), NC1=NC=C(C=C1)N(CCC)C(=O)OC(C)(C)C (2-amino-5-(N-tert-butoxycarbonyl-N-propylamino)pyridine). The product is C(C)(C)(C)OC(=O)N(CCC)C=1C=CC(=NC1)NC(CC1=CC=C(C=C1)OC1=NC=NC2=CC(=C(C=C12)OC)OC)=O (N-[5-(N-tert-butoxycarbonyl-N-propylamino) pyridin-2-yl]-2-[4-(6,7-dimethoxyquinazolin-4-yloxy)phenyl]acetamide). RXN SMILES: [CH3:1][O:2][C:3]1[CH:4]=[C:5]2[C:10](=[CH:11][C:12]=1[O:13][CH3:14])[N:9]=[CH:8][N:7]=[C:6]2[O:15][C:16]1[CH:21]=[CH:20][C:19]([CH2:22][C:23](O)=[O:24])=[CH:18][CH:17]=1.[NH2:26][C:27]1[CH:32]=[CH:31][C:30]([N:33]([C:37]([O:39][C:40]([CH3:43])([CH3:42])[CH3:41])=[O:38])[CH2:34][CH2:35][CH3:36])=[CH:29][N:28]=1>>[C:40]([O:39][C:37]([N:33]([C:30]1[CH:31]=[CH:32][C:27]([NH:26][C:23](=[O:24])[CH2:22][C:19]2[CH:20]=[CH:21][C:16]([O:15][C:6]3[C:5]4[C:10](=[CH:11][C:12]([O:13][CH3:14])=[C:3]([O:2][CH3:1])[CH:4]=4)[N:9]=[CH:8][N:7]=3)=[CH:17][CH:18]=2)=[N:28][CH:29]=1)[CH2:34][CH2:35][CH3:36])=[O:38])([CH3:41])([CH3:42])[CH3:43]. Reported procedure: Using a similar procedure to that described in Example 6, 2-[4-(6,7-dimethoxyquinazolin-4-yloxy)phenyl]acetic acid was reacted with 2-amino-5-(N-tert-butoxycarbonyl-N-propylamino)pyridine to give N-[5-(N-tert-butoxycarbonyl-N-propylamino) pyridin-2-yl]-2-[4-(6,7-dimethoxyquinazolin-4-yloxy)phenyl]acetamide; Mass Spectrum: M+H+ 574.